This data is from the Open Reaction Database (ORD), a public repository of structured organic reaction records. The task is: describe an organic reaction: reactants, conditions, products, and yield Reactants: O1C(CCl)C1 (β-epoxypropylchloride), NC(=S)N (thiourea), [SH-].[Na+] (sodium hydrosulfide), O1C(CSCC2CO2)C1 (bis(β-epoxypropyl)sulfide). Yields the product S1C(CSCC2CS2)C1 (bis(β-epithiopropyl)sulfide). As a reaction SMILES: O1CC1CCl.[SH-:6].[Na+].O1C[CH:9]1[CH2:10][S:11][CH2:12][CH:13]1O[CH2:14]1.N[C:18](N)=[S:19]>>[S:19]1[CH2:18][CH:9]1[CH2:10][S:11][CH2:12][CH:13]1[S:6][CH2:14]1 |f:1.2|. Procedure details: By a known process, β-epoxypropylchloride was converted using sodium hydrosulfide into bis(β-epoxypropyl)sulfide, which was reacted with thiourea to give bis(β-epithiopropyl)sulfide. The product is N[C@@H]1C(N[C@H](C(N[C@@H](CC2=C(C=CC(C=3C=CC(=C(C1)C3)O)=C2)O)C(=O)N[C@@H](CCCN)C(=O)NCCN)=O)CCCN)=O ((8S,11S,14S)-14-Amino-N-((1S)-4-amino-1-{[(2-aminoethyl)amino]carbonyl}butyl)-11-(3-aminopropyl)-5,17-dihydroxy-10,13-dioxo-9,12-diazatricyclo[14.3.1.12,6]henicosa-1(20),2(21),3,5,16,18-hexaene-8-carboxamide). Reported procedure: 29.7 mg (0.029 mmol) of tert-butyl(2-{[(2S)-5-[(tert-butoxycarbonyl)amino]-2-({[(8S,11S,14S)-14-[(tert-butoxycarbonyl)amino]-11-{3-[(tert-butoxycarbonyl)amino]propyl}-5,17-dihydroxy-10,13-dioxo-9,12-diazatricyclo[14.3.1.12,6]henicosa-1(20),2(21),3,5,16,18-hexaen-8-yl]carbonyl}amino)pentanoyl]amino}ethyl)carbamate (Example 167A) are dissolved in 3.0 ml of 4N hydrogen chloride in dioxane and stirred at room temperature for 2 h. The solvent is evaporated in vacuo and the remaining solid is converte... Solvent: Cl (hydrogen chloride), O1CCOCC1 (dioxane). Starting materials: C(C)(C)(C)OC(NCCNC([C@H](CCCNC(=O)OC(C)(C)C)NC(=O)[C@@H]1CC2=C(C=CC(C=3C=CC(=C(C[C@@H](C(N[C@H](C(N1)=O)CCCNC(=O)OC(C)(C)C)=O)NC(=O)OC(C)(C)C)C3)O)=C2)O)=O)=O (tert-Butyl(2-{[(2S)-5-[(tert-butoxycarbonyl)amino]-2-({[(8S,11S,14S)-14-[(tert-butoxycarbonyl)amino]-11-{3-[(tert-butoxycarbonyl)amino]propyl}-5,17-dihydroxy-10,13-dioxo-9,12-diazatricyclo[14.3.1.12,6]henicosa-1(20),2(21),3,5,16,18-hexaen-8-yl]carbonyl}amino)pentanoyl]amino}ethyl)carbamate). Conditions: time 2 hour. Reaction SMILES: C(OC(=O)[NH:7][CH2:8][CH2:9][NH:10][C:11](=[O:71])[C@@H:12]([NH:24][C:25]([C@H:27]1[NH:45][C:44](=[O:46])[C@H:43]([CH2:47][CH2:48][CH2:49][NH:50]C(OC(C)(C)C)=O)[NH:42][C:41](=[O:58])[C@@H:40]([NH:59]C(OC(C)(C)C)=O)[CH2:39][C:38]2[CH:67]=[C:34]([CH:35]=[CH:36][C:37]=2[OH:68])[C:33]2=[CH:69][C:29](=[C:30]([OH:70])[CH:31]=[CH:32]2)[CH2:28]1)=[O:26])[CH2:13][CH2:14][CH2:15][NH:16]C(OC(C)(C)C)=O)(C)(C)C>Cl.O1CCOCC1>[NH2:59][C@H:40]1[CH2:39][C:38]2[CH:67]=[C:34]([CH:35]=[CH:36][C:37]=2[OH:68])[C:33]2=[CH:69][C:29](=[C:30]([OH:70])[CH:31]=[CH:32]2)[CH2:28][C@@H:27]([C:25]([NH:24][C@H:12]([C:11]([NH:10][CH2:9][CH2:8][NH2:7])=[O:71])[CH2:13][CH2:14][CH2:15][NH2:16])=[O:26])[NH:45][C:44](=[O:46])[C@H:43]([CH2:47][CH2:48][CH2:49][NH2:50])[NH:42][C:41]1=[O:58]. Starting materials: C(C)O (ethanol), OC1=CC=C(C(=O)C2=CC=C(C=C2)O)C=C1 (4,4'-dihydroxybenzophenone), C(C)O (ethanol), OC1=CC=C(C(=O)C2=CC=C(C=C2)O)C=C1 (4,4'-dihydroxybenzophenone), Cl.NO (hydroxylamine hydrochloride), C(C)(=O)[O-].[Na+] (sodium acetate). The solvent is O (water). Conditions: temperature 75 celsius. Yields the product OC1=CC=C(C(C2=CC=C(C=C2)O)=NO)C=C1 (4,4'-dihydroxybenzophenone oxime). RXN SMILES: [OH:1][C:2]1[CH:16]=[CH:15][C:5]([C:6]([C:8]2[CH:13]=[CH:12][C:11]([OH:14])=[CH:10][CH:9]=2)=O)=[CH:4][CH:3]=1.C(O)C.Cl.[NH2:21][OH:22].C([O-])(=O)C.[Na+]>O>[OH:1][C:2]1[CH:16]=[CH:15][C:5]([C:6](=[N:21][OH:22])[C:8]2[CH:13]=[CH:12][C:11]([OH:14])=[CH:10][CH:9]=2)=[CH:4][CH:3]=1 |f:2.3,4.5|. Reported procedure: 4,4'-dihydroxybenzophenone (100.0 grams, 0.467 mole) is added to ethanol (300 milliliters) in a 1 liter Erlenmeyer flask and stirred. After dissolution of the 4,4'-dihydroxybenzophenone, a solution of hydroxylamine hydrochloride (48.6 grams, 0.699 mole) and sodium acetate (57.4 grams, 0.700 mole) in deionized water (70 milliliters) is added followed by an additional 100 milliliters of ethanol. This mixture is stirred and heated on a hot plate to a gentle reflux (75° C.). After heating for 4 hour... Reactants: [H-].[Na+] (sodium hydride), O=C1N(CN(C2=CC=CC=C12)C1=CC=CC=C1)CCO (2-(4-oxo-1-phenyl-1,2,3,4-tetrahydroquinazolin-3-yl)ethanol), FC1=CC=C(C=O)C=C1 (p-fluorobenzaldehyde). The solvent is CS(=O)C (dimethyl sulfoxide), C1=CC=CC=C1 (benzene). Conditions: temperature 40 celsius, time 1 hour. Yields the product O=C1N(CN(C2=CC=CC=C12)C1=CC=CC=C1)CCOC1=CC=C(C=O)C=C1 (4-[2-(4-oxo-1-phenyl-1,2,3,4-tetrahydroquinazolin-3-yl)ethoxy]benzaldehyde). The yield is 50.4%. RXN SMILES: [O:1]=[C:2]1[C:11]2[C:6](=[CH:7][CH:8]=[CH:9][CH:10]=2)[N:5]([C:12]2[CH:17]=[CH:16][CH:15]=[CH:14][CH:13]=2)[CH2:4][N:3]1[CH2:18][CH2:19][OH:20].[H-].[Na+].F[C:24]1[CH:31]=[CH:30][C:27]([CH:28]=[O:29])=[CH:26][CH:25]=1>CS(C)=O.C1C=CC=CC=1>[O:1]=[C:2]1[C:11]2[C:6](=[CH:7][CH:8]=[CH:9][CH:10]=2)[N:5]([C:12]2[CH:13]=[CH:14][CH:15]=[CH:16][CH:17]=2)[CH2:4][N:3]1[CH2:18][CH2:19][O:20][C:24]1[CH:31]=[CH:30][C:27]([CH:28]=[O:29])=[CH:26][CH:25]=1 |f:1.2|. Procedure details: 1.2 g of 2-(4-oxo-1-phenyl-1,2,3,4-tetrahydroquinazolin-3-yl)ethanol was dissolved in 8 ml of dimethyl sulfoxide. 0.27 g of 60% sodium hydride (oil) was added under ice cooling and the mixture was stirred for one hour at 40° C. Then, 0.84 g of p-fluorobenzaldehyde in 8 ml of benzene was gradually added dropwise and the mixture was allowed to stand room temperature while stirring for one hour. The reaction mixture was processed in the same manner as in the Preparation Example 1 to obtain 0.84 g (...